From a dataset of the Open Reaction Database (ORD), a public repository of structured organic reaction records. describe an organic reaction: reactants, conditions, products, and yield Reported procedure: A mixture of 1.05 g (7.3 mmol) of 2-(S)-hydroxy-3-(cyclobutyl)propanoic acid (from Step D), 40 mL (10.0 mmol) of TEA and 1.20 mL (10.0 mmol) of benzyl bromide in 8 mL of DMF was stirred at rt for 2 h. The mixture was partitioned between 200 mL of ether and 100 mL of H2O and the layers were separated. The organic layer was washed with 100 mL of 2.0 N HCl, 100 mL of sat'd NaHCO3, 2×100 mL of H2O, 100 mL of sat'd NaCl, dried over MgSO4 and concentrated. Flash chromatography on 60 g of silica gel us... The reactants are O[C@H](C(=O)O)CC1CCC1 (2-(S)-Hydroxy-3-(cyclobutyl)propanoic acid), TEA, C(C1=CC=CC=C1)Br (benzyl bromide). Isolated yield 70.2%. Conditions: time 2 hour. RXN SMILES: [OH:1][C@@H:2]([CH2:6][CH:7]1[CH2:10][CH2:9][CH2:8]1)[C:3]([OH:5])=[O:4].[CH2:11](Br)[C:12]1[CH:17]=[CH:16][CH:15]=[CH:14][CH:13]=1>CN(C=O)C>[OH:1][C@@H:2]([CH2:6][CH:7]1[CH2:10][CH2:9][CH2:8]1)[C:3]([O:5][CH2:11][C:12]1[CH:17]=[CH:16][CH:15]=[CH:14][CH:13]=1)=[O:4]. The product is hexanes ether, O[C@H](C(=O)OCC1=CC=CC=C1)CC1CCC1 (2-(S)-Hydroxy-3-(cyclobutyl)propanoic acid, benzyl ester). Solvent: CN(C)C=O (DMF). The reactants are Cn1cc(Br)nc(Nc2ccc(C3CCN(C(=O)OC(C)(C)C)CC3)cc2)c1=O, ClCCl, O=C(O)C(F)(F)F. Product: Cn1cc(Br)nc(Nc2ccc(C3CCNCC3)cc2)c1=O. RXN SMILES: [Br:1][c:2]1[cH:3][n:4]([CH3:29])[c:5](=[O:28])[c:6]([NH:8][c:9]2[cH:10][cH:11][c:12]([CH:15]3[CH2:16][CH2:17][N:18]([C:21]([O:22][C:23]([CH3:24])([CH3:25])[CH3:26])=[O:27])[CH2:19][CH2:20]3)[cH:13][cH:14]2)[n:7]1.[CH2:37]([Cl:38])[Cl:39].[OH:30][C:31]([C:32]([F:33])([F:34])[F:35])=[O:36]>>[Br:1][c:2]1[cH:3][n:4]([CH3:29])[c:5](=[O:28])[c:6]([NH:8][c:9]2[cH:10][cH:11][c:12]([CH:15]3[CH2:16][CH2:17][NH:18][CH2:19][CH2:20]3)[cH:13][cH:14]2)[n:7]1. Reactants: ClC=1C=C(CN2C(=C(C3=CC=CC=C23)S(=O)N2CCOCC2)C(=O)OCC)C=CC1Cl (ethyl N-(3,4-dichlorobenzyl)-3-morpholinosulphinylindole-2-carboxylate), [Mn](=O)(=O)(=O)[O-].[K+] (potassium permanganate). Run in CC(=O)C (acetone), O (water), O (water). Reaction conditions: time 18 hour. Yields the product ClC=1C=C(CN2C(=C(C3=CC=CC=C23)S(=O)(=O)N2CCOCC2)C(=O)OCC)C=CC1Cl (Ethyl N-(3,4-dichlorobenzyl)-3-morpholinosulphonylindole-2-carboxylate). Yield: 82.1%. RXN SMILES: [Cl:1][C:2]1[CH:3]=[C:4]([CH:28]=[CH:29][C:30]=1[Cl:31])[CH2:5][N:6]1[C:14]2[C:9](=[CH:10][CH:11]=[CH:12][CH:13]=2)[C:8]([S:15]([N:17]2[CH2:22][CH2:21][O:20][CH2:19][CH2:18]2)=[O:16])=[C:7]1[C:23]([O:25][CH2:26][CH3:27])=[O:24].[Mn]([O-])(=O)(=O)=[O:33].[K+]>CC(C)=O.O>[Cl:1][C:2]1[CH:3]=[C:4]([CH:28]=[CH:29][C:30]=1[Cl:31])[CH2:5][N:6]1[C:14]2[C:9](=[CH:10][CH:11]=[CH:12][CH:13]=2)[C:8]([S:15]([N:17]2[CH2:18][CH2:19][O:20][CH2:21][CH2:22]2)(=[O:33])=[O:16])=[C:7]1[C:23]([O:25][CH2:26][CH3:27])=[O:24] |f:1.2|. Reported procedure: To a suspension of ethyl N-(3,4-dichlorobenzyl)-3-morpholinosulphinylindole-2-carboxylate (803 mg) in acetone (40 ml) was added a solution of potassium permanganate (528 mg) in water (15 ml). The resulting mixture was stirred for 18 hours. The mixture was poured into water (20 ml) and extracted with diethyl ether, dried (MgSO4) and concentrated to a gum which was purified by column chromatography using iso-hexane:ethyl acetate (3:1) as eluent to give the desired product (681 mg, 82%); NMR d (CDC... The reactants are CC(C)(C)OC(=O)N1CCN(C(=O)c2cccc(C#N)c2)CC1, C1COCCO1, Cl. Product: Cl, N#Cc1cccc(C(=O)N2CCNCC2)c1. Reaction SMILES: [C:1]([O:2][C:3](=[O:4])[N:8]1[CH2:9][CH2:10][N:11]([C:14]([c:15]2[cH:16][c:17]([C:21]#[N:22])[cH:18][cH:19][cH:20]2)=[O:23])[CH2:12][CH2:13]1)([CH3:5])([CH3:6])[CH3:7].[CH2:24]1[O:25][CH2:26][CH2:27][O:28][CH2:29]1.[ClH:30]>>[ClH:30].[NH:8]1[CH2:9][CH2:10][N:11]([C:14]([c:15]2[cH:16][c:17]([C:21]#[N:22])[cH:18][cH:19][cH:20]2)=[O:23])[CH2:12][CH2:13]1. Reactants: NC(C(O)C1=CC=C(C=C1)F)CCC1=CC=C(C=C1)C(C)(C)C ((1RS,2RS)-2-amino-3-[4-(tert-butyl)benzyl]-1-(4-fluorophenyl)propan-1-ol), C=1(C=CC=C2C1C=CCCC2)C(=O)O (6,7-dihydro-5H-benzo[a]cycloheptene-1-carboxylic acid), O.ON1N=NC2=C1C=CC=C2 (1-hydroxybenzotriazole monohydrate), Cl.C(C)N=C=NCCCN(C)C (1-ethyl-3-(3-dimethylaminopropyl)carbodiimide hydrochloride), C(C)#N (acetonitrile). Solvent: C(C)(=O)OCC (ethyl acetate). Conditions: time 3 day. Yields the product C(C)(C)(C)C1=CC=C(CC(C(O)C2=CC=C(C=C2)F)NC(=O)C=2C=CC=C3C2C=CCCC3)C=C1 (N-[(1RS,2SR)-1-(4-tert-butylbenzyl)-2-(4-fluorophenyl)-2-hydroxyethyl]-6,7-dihydro-5H-benzo[a]cycloheptene-1-carboxamide). Isolated yield 67.0%. RXN SMILES: [NH2:1][CH:2]([CH2:12]CC1C=CC(C(C)(C)C)=CC=1)[CH:3]([C:5]1[CH:10]=[CH:9][C:8]([F:11])=[CH:7][CH:6]=1)[OH:4].[C:24]1([C:35]([OH:37])=O)[CH:25]=[CH:26][CH:27]=[C:28]2[CH2:34][CH2:33][CH2:32][CH:31]=[CH:30][C:29]=12.O.ON1[C:44]2[CH:45]=[CH:46][CH:47]=[CH:48][C:43]=2N=N1.Cl.C(N=C=N[CH2:55][CH2:56][CH2:57]N(C)C)C.[C:61](#N)C>C(OCC)(=O)C>[C:56]([C:43]1[CH:48]=[CH:47][C:46]([CH2:12][CH:2]([NH:1][C:35]([C:24]2[CH:25]=[CH:26][CH:27]=[C:28]3[CH2:34][CH2:33][CH2:32][CH:31]=[CH:30][C:29]=23)=[O:37])[CH:3]([C:5]2[CH:10]=[CH:9][C:8]([F:11])=[CH:7][CH:6]=2)[OH:4])=[CH:45][CH:44]=1)([CH3:57])([CH3:61])[CH3:55] |f:2.3,4.5|. Procedure: To a solution of (1RS,2RS)-2-amino-3-[4-(tert-butyl)benzyl]-1-(4-fluorophenyl)propan-1-ol (0.41 g, 1.36 mmol) in acetonitrile (10 ml) were added 6,7-dihydro-5H-benzo[a]cycloheptene-1-carboxylic acid (0.20 g, 1.05 mmol) and 1-hydroxybenzotriazole monohydrate (0.16 g, 1.05 mmol), and 1-ethyl-3-(3-dimethylaminopropyl)carbodiimide hydrochloride (0.20 g, 1.05 mmol) was finally added. The mixture was stirred at room temperature for 3 days. The mixture was diluted with ethyl acetate, washed with satura...